Dataset: the Open Reaction Database (ORD), a public repository of structured organic reaction records. Task: describe an organic reaction: reactants, conditions, products, and yield Starting materials: NC1=C(NC=C1)C(=O)OCC (3-amino-2-ethoxycarbonylpyrrole), ClC1=CC2=C(NC(=N2)SC2=CC=C(O2)C=O)C=C1Cl (5-(5,6-dichloro-1H-benzimidazol-2-ylsulfanyl)-furan-2-carbaldehyde), C1(CC(CCC1)=O)=O (1,3-Cyclohexanedione). The solvent is C(CCC)O (n-butanol). The product is C(C)OC(=O)C=1NC=C2C1NC=1CCCC(C1C2C=2OC(=CC2)SC2=NC1=C(N2)C=C(C(=C1)Cl)Cl)=O (9-[5-(5,6-dichloro-1H-benzimidazol-2-ylsulfanyl)-furan-2-yl]-8-oxo-4,5,6,7,8,9-hexahydro-2H-pyrrolo[3,4-b]quinoline-3-carboxylic acid ethyl ester). Isolated yield 52.9%. Reaction SMILES: [NH2:1][C:2]1[CH:6]=[CH:5][NH:4][C:3]=1[C:7]([O:9][CH2:10][CH3:11])=[O:8].[Cl:12][C:13]1[C:29]([Cl:30])=[CH:28][C:16]2[NH:17][C:18]([S:20][C:21]3[O:25][C:24]([CH:26]=O)=[CH:23][CH:22]=3)=[N:19][C:15]=2[CH:14]=1.[C:31]1(=O)[CH2:36][CH2:35][CH2:34][C:33](=[O:37])[CH2:32]1>C(O)CCC>[CH2:10]([O:9][C:7]([C:3]1[NH:4][CH:5]=[C:6]2[CH:26]([C:24]3[O:25][C:21]([S:20][C:18]4[NH:19][C:15]5[CH:14]=[C:13]([Cl:12])[C:29]([Cl:30])=[CH:28][C:16]=5[N:17]=4)=[CH:22][CH:23]=3)[C:32]3[C:33](=[O:37])[CH2:34][CH2:35][CH2:36][C:31]=3[NH:1][C:2]=12)=[O:8])[CH3:11]. Reported procedure: A suspension of 231.3 mg (1.5 mmol) of 3-amino-2-ethoxycarbonylpyrrole and 469.7 mg (1.5 mmol) of 5-(5,6-dichloro-1H-benzimidazol-2-ylsulfanyl)-furan-2-carbaldehyde (obtained from step 1) in 7.5 mL of n-butanol under argon is stirred at room temperature until complete dissolution. 1,3-Cyclohexanedione (168.2 mg, 1.5 mmol) is then added and the reaction mixture is heated at reflux temperature for 1.5 h. The mixture is then cooled to room temperature and concentrated under reduced pressure. The re... The reactants are COC(=O)C1=CC2=C(C(=N1)NCC1=CC=CC=C1)NC(N2CC2=CC=CC=C2)=O (1-Benzyl-4-benzylamino-2-oxo-2,3-dihydro-1H-imidazo[4,5-c]pyridine-6-carboxylic acid methyl ester), C1(CC1)CN (cyclopropylmethylamine). Conditions: temperature 80 celsius. The product is C1(CC1)CNC(=O)C1=CC2=C(C(=N1)NCC1=CC=CC=C1)NC(N2CC2=CC=CC=C2)=O (1-benzyl-4-benzylamino-2-oxo-2,3-dihydro-1H-imidazo[4,5-c]pyridine-6-carboxylic acid cyclopropylmethylamide). RXN SMILES: C[O:2][C:3]([C:5]1[N:10]=[C:9]([NH:11][CH2:12][C:13]2[CH:18]=[CH:17][CH:16]=[CH:15][CH:14]=2)[C:8]2[NH:19][C:20](=[O:29])[N:21]([CH2:22][C:23]3[CH:28]=[CH:27][CH:26]=[CH:25][CH:24]=3)[C:7]=2[CH:6]=1)=O.[CH:30]1([CH2:33][NH2:34])[CH2:32][CH2:31]1>>[CH:30]1([CH2:33][NH:34][C:3]([C:5]2[N:10]=[C:9]([NH:11][CH2:12][C:13]3[CH:14]=[CH:15][CH:16]=[CH:17][CH:18]=3)[C:8]3[NH:19][C:20](=[O:29])[N:21]([CH2:22][C:23]4[CH:24]=[CH:25][CH:26]=[CH:27][CH:28]=4)[C:7]=3[CH:6]=2)=[O:2])[CH2:32][CH2:31]1. Reported procedure: 1-Benzyl-4-benzylamino-2-oxo-2,3-dihydro-1H-imidazo[4,5-c]pyridine-6-carboxylic acid methyl ester (0.05 g) Was taken up in cyclopropylmethylamine (1 mL) and heated in a ReactiVial at 80° C. for 3 h. The solvent was removed in vacuo and diethyl ether was added which caused a solid to precipitate out. This solid was filtered off and dried in vacuo to give 40 mg of a white solid. This solid was purified by preparative HPLC using mixtures of acetonitrile, water and diethylamine as the eluant to give... Starting materials: C(C)(C)(C)OC(=O)N1[C@H](CCC1)C1=CC=C(C=C1)\C=C\C(=O)OC ((R)-2-[4-((E)-2-Methoxycarbonyl-vinyl)-phenyl]-pyrrolidine-1-carboxylic acid tert-butyl ester). The reagents and catalysts are [Pd] (Pd/C). Run in C(C)O (ethanol). Conditions: time 4 hour. Product: C(C)(C)(C)OC(=O)N1[C@H](CCC1)C1=CC=C(C=C1)CCC(=O)OC ((R)-2-[4-(2-methoxycarbonyl-ethyl)-phenyl]-pyrrolidine-1-carboxylic acid tert-butyl ester). Isolated yield 99.4%. RXN SMILES: [C:1]([O:5][C:6]([N:8]1[CH2:12][CH2:11][CH2:10][C@@H:9]1[C:13]1[CH:18]=[CH:17][C:16](/[CH:19]=[CH:20]/[C:21]([O:23][CH3:24])=[O:22])=[CH:15][CH:14]=1)=[O:7])([CH3:4])([CH3:3])[CH3:2]>C(O)C.[Pd]>[C:1]([O:5][C:6]([N:8]1[CH2:12][CH2:11][CH2:10][C@@H:9]1[C:13]1[CH:18]=[CH:17][C:16]([CH2:19][CH2:20][C:21]([O:23][CH3:24])=[O:22])=[CH:15][CH:14]=1)=[O:7])([CH3:4])([CH3:3])[CH3:2]. Procedure details: (R)-2-[4-((E)-2-Methoxycarbonyl-vinyl)-phenyl]-pyrrolidine-1-carboxylic acid tert-butyl ester (2.4 g, 7.242 mmol) was dissolved in ethanol (100 mL), and wet 10% Pd/C added. The reaction mixture was placed under an atmosphere of hydrogen for 4 hrs (Parr apparatus, 25 psi) then filtered through a plug of celite and concentrated to dryness to give (R)-2-[4-(2-methoxycarbonyl-ethyl)-phenyl]-pyrrolidine-1-carboxylic acid tert-butyl ester as a colorless oil (2.4 g, 7.2 mmol, >99% yield). Starting materials: O=C1SC(C(N1)=O)CC1=CC=C(OCC(=O)NC2=C(C=C(C=C2)SC2=NC=CC=C2)N(C(OC(C)(C)C)=O)C)C=C1 (t-butyl N-{2-[4-(2,4-dioxothiazolidin-5-ylmethyl)phenoxyacetylamino]-5-(pyridin-2-ylthio)phenyl}-N-methylcarbamate). The solvent is Cl.O1CCOCC1 (hydrogen chloride dioxane). The product is CN1C(=NC2=C1C=C(C=C2)SC2=NC=CC=C2)COC2=CC=C(CC1C(NC(S1)=O)=O)C=C2 (5-{4-[1-Methyl-6-(pyridin-2-ylthio)-1H-benzimidazole-2-ylmethoxy]benzyl}thiazolidine-2,4-dione). Isolated yield 39.6%. RXN SMILES: [O:1]=[C:2]1[NH:6][C:5](=[O:7])[CH:4]([CH2:8][C:9]2[CH:41]=[CH:40][C:12]([O:13][CH2:14][C:15]([NH:17][C:18]3[CH:23]=[CH:22][C:21]([S:24][C:25]4[CH:30]=[CH:29][CH:28]=[CH:27][N:26]=4)=[CH:20][C:19]=3[N:31]([CH3:39])C(=O)OC(C)(C)C)=O)=[CH:11][CH:10]=2)[S:3]1>Cl.O1CCOCC1>[CH3:39][N:31]1[C:19]2[CH:20]=[C:21]([S:24][C:25]3[CH:30]=[CH:29][CH:28]=[CH:27][N:26]=3)[CH:22]=[CH:23][C:18]=2[N:17]=[C:15]1[CH2:14][O:13][C:12]1[CH:40]=[CH:41][C:9]([CH2:8][CH:4]2[S:3][C:2](=[O:1])[NH:6][C:5]2=[O:7])=[CH:10][CH:11]=1 |f:1.2|. Procedure details: In a similar manner to that described in Example (2-2a), a reaction was carried out using t-butyl N-{2-[4-(2,4-dioxothiazolidin-5-ylmethyl)phenoxyacetylamino]-5-(pyridin-2-ylthio)phenyl}-N-methylcarbamate (0.63 g) and 4N hydrogen chloride/dioxane (20 ml) and the reaction mixture was purified to give the title compound (0.20 g). The reactants are COCCOC, COc1cccc(B(O)O)c1, Nc1cnc(Br)cn1, [Na+], [Na+], O=C([O-])[O-], O, Cl[Pd]Cl, c1ccc(P(c2ccccc2)c2ccccc2)cc1, c1ccc(P(c2ccccc2)c2ccccc2)cc1. The product is COc1cccc(-c2cnc(N)cn2)c1. Reaction SMILES: [CH2:26]([CH2:27][O:28][CH3:29])[O:30][CH3:31].[CH3:1][O:2][c:3]1[cH:4][c:5]([B:9]([OH:10])[OH:11])[cH:6][cH:7][cH:8]1.[NH2:12][c:13]1[n:14][cH:15][c:16]([Br:19])[n:17][cH:18]1.[Na+:20].[Na+:21].[O-:22][C:23](=[O:24])[O-:25].[OH2:73].[Pd:32]([Cl:33])[Cl:34].[c:35]1([P:36]([c:37]2[cH:38][cH:39][cH:40][cH:41][cH:42]2)[c:43]2[cH:44][cH:45][cH:46][cH:47][cH:48]2)[cH:49][cH:50][cH:51][cH:52][cH:53]1.[c:54]1([P:55]([c:56]2[cH:57][cH:58][cH:59][cH:60][cH:61]2)[c:62]2[cH:63][cH:64][cH:65][cH:66][cH:67]2)[cH:68][cH:69][cH:70][cH:71][cH:72]1>>[CH3:1][O:2][c:3]1[cH:4][c:5](-[c:16]2[cH:15][n:14][c:13]([NH2:12])[cH:18][n:17]2)[cH:6][cH:7][cH:8]1. Reactants: O=C1CCC(=O)N1Br, O=C(OOC(=O)c1ccccc1)c1ccccc1, ClC(Cl)(Cl)Cl, CC(=O)N1CCc2ccccc2CC1. Yields the product CC(=O)N1C=C(Br)c2ccccc2CC1. Reaction SMILES: [Br:33][N:34]1[C:35](=[O:36])[CH2:37][CH2:38][C:39]1=[O:40].[C:15]([O:16][O:17][C:18](=[O:19])[c:20]1[cH:21][cH:22][cH:23][cH:24][cH:25]1)(=[O:26])[c:27]1[cH:28][cH:29][cH:30][cH:31][cH:32]1.[C:41]([Cl:42])([Cl:43])([Cl:44])[Cl:45].[CH2:1]1[CH2:2][N:3]([C:12]([CH3:13])=[O:14])[CH2:4][CH2:5][c:6]2[c:7]1[cH:8][cH:9][cH:10][cH:11]2>>[CH2:1]1[CH2:2][N:3]([C:12]([CH3:13])=[O:14])[CH:4]=[C:5]([Br:33])[c:6]2[c:7]1[cH:8][cH:9][cH:10][cH:11]2. Reactants: BrC=1C=CC(=NC1)OC1CCN(CC1)C(=O)OC(C)(C)C (t-butyl 4-(5-bromo pyridin-2-yloxy)piperidine-1-carboxylate), C(C=C)(=O)N1CCOCC1 (4-acryloylmorpholine), C([O-])([O-])=O.[K+].[K+] (potassium carbonate). The reagents and catalysts are C(C)(=O)[O-].[Pd+2].C(C)(=O)[O-] (palladium acetate). Run in CN(C)C=O (DMF). The product is C(C)(C)(C)OC(=O)N1CCC(CC1)OC1=NC=C(C=C1)C=CC(=O)N1CCOCC1 (3-[2-(1-t-Butyloxycarbonyl piperidin-4-yloxy)pyridin-5-yl]-1-(morpholin-4-yl)prop-2-ene-1-one). Yield: 91.5%. Reaction SMILES: Br[C:2]1[CH:3]=[CH:4][C:5]([O:8][CH:9]2[CH2:14][CH2:13][N:12]([C:15]([O:17][C:18]([CH3:21])([CH3:20])[CH3:19])=[O:16])[CH2:11][CH2:10]2)=[N:6][CH:7]=1.[C:22]([N:26]1[CH2:31][CH2:30][O:29][CH2:28][CH2:27]1)(=[O:25])[CH:23]=[CH2:24].C(=O)([O-])[O-].[K+].[K+]>CN(C=O)C.C([O-])(=O)C.[Pd+2].C([O-])(=O)C>[C:18]([O:17][C:15]([N:12]1[CH2:13][CH2:14][CH:9]([O:8][C:5]2[CH:4]=[CH:3][C:2]([CH:24]=[CH:23][C:22]([N:26]3[CH2:31][CH2:30][O:29][CH2:28][CH2:27]3)=[O:25])=[CH:7][N:6]=2)[CH2:10][CH2:11]1)=[O:16])([CH3:21])([CH3:20])[CH3:19] |f:2.3.4,6.7.8|. Procedure: A solution of t-butyl 4-(5-bromo pyridin-2-yloxy)piperidine-1-carboxylate (1 gram, 2.80 mmoles), 4-acryloylmorpholine (0.63 gram, 4.46 mmoles), palladium acetate (13 mg, 0.061 mmoles) tri(o-tolyl)phosphine (25.6 mg, 0.084 mmoles) and potassium carbonate (0.62 g, 4.49 mmoles) in DMF (15 mL) was stirred for 3 hours at 140° C. The progress of the reaction was monitored by thin layer chromtography. After completion of reaction, the mass was quenched on to chilled water (30 mL) and the product was ex...